Dataset: the Open Reaction Database (ORD), a public repository of structured organic reaction records. Task: describe an organic reaction: reactants, conditions, products, and yield Reactants: COC1C(C2(CCC2)OC2=C(C(=C(C(=C12)C)O)C)C)C (4-methoxy-3,5,7,8-tetramethyl-3,4-dihydrospiro[chromene-2,1′-cyclobutan]-6-ol). The reagents and catalysts are Cl (HCl). The solvent is CO (MeOH). Yields the product CC1=CC2=C(C(=C(C(=C2OC12CCC2)C)C)O)C (3,5,7,8-Tetramethylspiro[chromene-2,1′-cyclobutan]-6-ol). Reaction SMILES: CO[CH:3]1[C:15]2[C:10](=[C:11]([CH3:19])[C:12]([CH3:18])=[C:13]([OH:17])[C:14]=2[CH3:16])[O:9][C:5]2([CH2:8][CH2:7][CH2:6]2)[CH:4]1[CH3:20]>CO.Cl>[CH3:20][C:4]1[C:5]2([CH2:8][CH2:7][CH2:6]2)[O:9][C:10]2[C:15](=[C:14]([CH3:16])[C:13]([OH:17])=[C:12]([CH3:18])[C:11]=2[CH3:19])[CH:3]=1. Procedure: To a stirred solution of 4-methoxy-3,5,7,8-tetramethyl-3,4-dihydrospiro[chromene-2,1′-cyclobutan]-6-ol. (50 mg) in 10 mL of MeOH was added 5 drops of conc. HCl. The reaction mixture was concentrated, and the residue was purified by flash chromatography eluted with 40% ethyl acetate in hexane to give 7.6 mg of the desired product 3,5,7,8-tetramethyl-3,4-dihydrospiro[chromene-2,1′-cyclobutane]-4,6-diol as a white solid. Reactants: CC(C)=O, COc1cc2c(c3c1c(=O)c1cc4ccccc4cc1n3C)C=CC(C)(C)O2, [K+], O=[Mn](=O)(=O)[O-], O. The product is COc1cc2c(c3c1c(=O)c1cc4ccccc4cc1n3C)C(O)C(O)C(C)(C)O2. RXN SMILES: [CH3:36][C:37](=[O:38])[CH3:39].[CH3:7][O:8][c:9]1[cH:10][c:11]2[c:12]([c:13]3[n:14]([CH3:28])[c:15]4[cH:16][c:17]5[c:18]([cH:19][c:20]4[c:21](=[O:23])[c:22]13)[cH:24][cH:25][cH:26][cH:27]5)[CH:29]=[CH:30][C:31]([CH3:33])([CH3:34])[O:32]2.[K+:6].[Mn:1](=[O:2])([O-:3])(=[O:4])=[O:5].[OH2:35]>>[OH:2][CH:30]1[CH:29]([OH:35])[c:12]2[c:11]([cH:10][c:9]([O:8][CH3:7])[c:22]3[c:13]2[n:14]([CH3:28])[c:15]2[cH:16][c:17]4[c:18]([cH:19][c:20]2[c:21]3=[O:23])[cH:24][cH:25][cH:26][cH:27]4)[O:32][C:31]1([CH3:33])[CH3:34]. The reactants are ClC1=NC=C(C(=O)NCC2=CC(=CC=C2)OC)C=C1 (6-chloro-N-(3-methoxybenzyl)nicotinamide), ClC1=NC=C(C(=O)NCC2=CC(=CC=C2)OC)C=C1 (6-chloro-N-(3-methoxybenzyl)nicotinamide), C1(CC1)CNC(C1=CC(=C(C=C1)C)B1OC(C(O1)(C)C)(C)C)=O (N-(cyclopropylmethyl)-4-methyl-3-(4,4,5,5-tetramethyl-[1,3,2]dioxaborolan-2-yl)-benzamide), C1(CC1)CNC(C1=CC(=C(C=C1)C)B1OC(C(O1)(C)C)(C)C)=O (N-(cyclopropylmethyl)-4-methyl-3-(4,4,5,5-tetramethyl-[1,3,2]dioxaborolan-2-yl)-benzamide). Product: C1(CC1)CNC(=O)C=1C=CC(=C(C1)C1=NC=C(C(=O)NCC2=CC(=CC=C2)OC)C=C1)C (6-[5-Cyclopropylmethylcarbamoyl-2-methyl-phenyl]-N-(3-methoxybenzyl)-nicotinamide). Reaction SMILES: Cl[C:2]1[CH:19]=[CH:18][C:5]([C:6]([NH:8][CH2:9][C:10]2[CH:15]=[CH:14][CH:13]=[C:12]([O:16][CH3:17])[CH:11]=2)=[O:7])=[CH:4][N:3]=1.[CH:20]1([CH2:23][NH:24][C:25](=[O:42])[C:26]2[CH:31]=[CH:30][C:29]([CH3:32])=[C:28](B3OC(C)(C)C(C)(C)O3)[CH:27]=2)[CH2:22][CH2:21]1>>[CH:20]1([CH2:23][NH:24][C:25]([C:26]2[CH:27]=[CH:28][C:29]([CH3:32])=[C:30]([C:2]3[CH:19]=[CH:18][C:5]([C:6]([NH:8][CH2:9][C:10]4[CH:15]=[CH:14][CH:13]=[C:12]([O:16][CH3:17])[CH:11]=4)=[O:7])=[CH:4][N:3]=3)[CH:31]=2)=[O:42])[CH2:22][CH2:21]1. Procedure: 6-[5-Cyclopropylmethylcarbamoyl-2-methyl-phenyl]-N-(3-methoxybenzyl)-nicotinamide was prepared from 6-chloro-N-(3-methoxybenzyl)nicotinamide (Intermediate 3) and N-cyclopropylmethyl-4-methyl-3-(4,4,5,5-tetramethyl-[1,3,2]dioxaborolan-2-yl)-benzamide (Intermediate 10) using General Method B. LCMS: retention time 3.07 min, MH− 430. NMR: δH [2H6]-DMSO 9.30,(1H, t), 9.16,(1H, d), 8.62,(1H, t), 8.36,(1H, dd), 7.94,(1H, s), 7.85,(1H, d), 7.74,(1H, d), 7.43,(1H, d), 7.27,(1H, t), 6.94-6.92,(2H, m), 6.8... Starting materials: Br, Br, CO, O=[N+]([O-])c1ccc2nc(S)[nH]c2c1. Product: O=[N+]([O-])c1ccc2nc(Br)[nH]c2c1. RXN SMILES: [Br:14].[BrH:15].[CH3:16][OH:17].[N+:1](=[O:2])([O-:3])[c:4]1[cH:5][cH:6][c:7]2[c:8]([nH:9][c:10]([SH:12])[n:11]2)[cH:13]1>>[N+:1](=[O:2])([O-:3])[c:4]1[cH:5][cH:6][c:7]2[c:8]([nH:9][c:10]([Br:15])[n:11]2)[cH:13]1. Reactants: CCN=C=NCCCN(C)C.Cl (EDCI hydrochloride), C1CCOC1 (THF), FC(OC=1C(=C(C=CC1)/C=C/C=1N=C2SC=CN2C1C(=O)O)OCC(C)(C)C)F (6-{(E)-2-[3-(Difluoromethoxy)-2-(2,2-dimethylpropoxy)phenyl]vinyl}imidazo[2,1-b][1,3]thiazole-5-carboxylic acid), ClC=1C(=NC=C(C1)C(F)(F)F)N (3-chloro-5-(trifluoromethyl)pyridin-2-amine). Reagents/catalysts: CN(C)C=1C=CN=CC1 (DMAP). Solvent: CN(C)C=O (DMF). The product is ClC=1C(=NC=C(C1)C(F)(F)F)NC(=O)C1=C(N=C2SC=CN21)\C=C\C2=C(C(=CC=C2)OC(F)F)OCC(C)(C)C (N-[3-Chloro-5-(trifluoromethyl)pyridin-2-yl]-6-{(E)-2-[3-(difluoromethoxy)-2-(2,2-dimethylpropoxy)phenyl]vinyl}imidazo[2,1-b][1,3]thiazole-5-carboxamide), product. RXN SMILES: [F:1][CH:2]([F:29])[O:3][C:4]1[C:5]([O:23][CH2:24][C:25]([CH3:28])([CH3:27])[CH3:26])=[C:6](/[CH:10]=[CH:11]/[C:12]2[N:13]=[C:14]3[N:18]([C:19]=2[C:20](O)=[O:21])[CH:17]=[CH:16][S:15]3)[CH:7]=[CH:8][CH:9]=1.[Cl:30][C:31]1[C:32]([NH2:41])=[N:33][CH:34]=[C:35]([C:37]([F:40])([F:39])[F:38])[CH:36]=1.CCN=C=NCCCN(C)C.Cl.C1COCC1>CN(C1C=CN=CC=1)C.CN(C=O)C>[Cl:30][C:31]1[C:32]([NH:41][C:20]([C:19]2[N:18]3[C:14]([S:15][CH:16]=[CH:17]3)=[N:13][C:12]=2/[CH:11]=[CH:10]/[C:6]2[CH:7]=[CH:8][CH:9]=[C:4]([O:3][CH:2]([F:29])[F:1])[C:5]=2[O:23][CH2:24][C:25]([CH3:27])([CH3:26])[CH3:28])=[O:21])=[N:33][CH:34]=[C:35]([C:37]([F:40])([F:38])[F:39])[CH:36]=1 |f:2.3|. Procedure details: The title compound was prepared according to the general procedure (Method B) by coupling Intermediate 7A (100 mg, 0.236 mmol) with 3-chloro-5-(trifluoromethyl)pyridin-2-amine (51 mg, 0.260 mmol) in the presence of EDCI hydrochloride (90 mg, 0.472 mmol) and DMAP (27 mg, 0.236 mmol) in the mixture of THF and DMF (1:1, 6 mL) to give 25 mg of the product as an off-white solid; 1H NMR (300 MHz, DMSO-d6) δ 1.07 (s, 9H), 3.57 (s, 2H), 7.16 (t, J=73.5 Hz, 1H), 7.20-7.46 (m, 3H), 7.53-7.62 (m, 2H), 7.88... The reactants are N1([C@H](C(=O)O)CCC1)C(=O)OC(C)(C)C (Boc-Pro-OH), C(C)C(CC)N (1-ethylpropylamine), C=1C=CC2=C(C1)N=NN2O (HOBT), CCN=C=NCCCN(C)C.Cl (EDC hydrochloride), resultant mixture. The solvent is CN(C)C=O (DMF). The product is N1([C@H](C(=O)NC(CC)CC)CCC1)C(=O)OC(C)(C)C (Boc-Pro-NH—CH(C2H5)2). RXN SMILES: [N:1]1([C:9]([O:11][C:12]([CH3:15])([CH3:14])[CH3:13])=[O:10])[CH2:8][CH2:7][CH2:6][C@H:2]1[C:3]([OH:5])=O.[CH2:16]([CH:18]([NH2:21])[CH2:19][CH3:20])[CH3:17].C1C=CC2N(O)N=NC=2C=1.CCN=C=NCCCN(C)C.Cl>CN(C=O)C>[N:1]1([C:9]([O:11][C:12]([CH3:15])([CH3:14])[CH3:13])=[O:10])[CH2:8][CH2:7][CH2:6][C@H:2]1[C:3]([NH:21][CH:18]([CH2:19][CH3:20])[CH2:16][CH3:17])=[O:5] |f:3.4|. Procedure details: In a DMF solution containing 0.50 g of Boc-Pro-OH, 0.27 ml of 1-ethylpropylamine, 0.36 g of HOBT and 0.53 g of EDC hydrochloride were added under ice cooling and the resultant mixture was stirred for 14 hr. The reaction mixture was treated similarly to that in Example 30 (Process 3) to give 324 mg of the title compound. RXN SMILES: [CH3:1][CH:2]([CH2:3][NH:4][c:5]1[cH:6][c:7]([NH:15][C:16](=[O:17])[O:18][CH2:19][CH3:20])[c:8]([F:14])[cH:9][c:10]1[N+:11]([O-:12])=[O:13])[CH3:21].[CH3:22][C:23](=[O:24])[OH:25].[CH3:27][CH2:28][OH:29].[ClH:26].[Fe:30]>>[CH3:1][CH:2]([CH2:3][NH:4][c:5]1[cH:6][c:7]([NH:15][C:16](=[O:17])[O:18][CH2:19][CH3:20])[c:8]([F:14])[cH:9][c:10]1[NH2:11])[CH3:21]. Yields the product CCOC(=O)Nc1cc(NCC(C)C)c(N)cc1F. Reactants: CCOC(=O)Nc1cc(NCC(C)C)c([N+](=O)[O-])cc1F, CC(=O)O, CCO, Cl, [Fe].